From a dataset of the Open Reaction Database (ORD), a public repository of structured organic reaction records. describe an organic reaction: reactants, conditions, products, and yield Starting materials: solution, C1(CCCCC1)[Mg]Br (cyclohexylmagnesium bromide), [Cl-].[NH4+] (ammonium chloride), FC=1C=CC2=C(C(=C(O2)C=O)COCCOC)C1 (5-fluoro-3-[(2-methoxyethoxy)methyl]-1-benzofuran-2-carbaldehyde), C[N+]1(CCOCC1)[O-] (4-methylmorpholine N-oxide). Reagents/catalysts: [Ru](=O)(=O)(=O)[O-].C(CC)[N+](CCC)(CCC)CCC (tetrapropylammonium perruthenate). Solvent: O1CCCC1 (tetrahydrofuran), O1CCCC1 (tetrahydrofuran), C(C)#N (acetonitrile). Reaction conditions: time 2 hour. The product is C1(CCCCC1)C(=O)C=1OC2=C(C1COCCOC)C=C(C=C2)F (cyclohexyl{5-fluoro-3-[(2-methoxyethoxy)methyl]-1-benzofuran-2-yl}methanone). Isolated yield 50.0%. As a reaction SMILES: [F:1][C:2]1[CH:3]=[CH:4][C:5]2[O:9][C:8]([CH:10]=[O:11])=[C:7]([CH2:12][O:13][CH2:14][CH2:15][O:16][CH3:17])[C:6]=2[CH:18]=1.[CH:19]1([Mg]Br)[CH2:24][CH2:23][CH2:22][CH2:21][CH2:20]1.[Cl-].[NH4+].C[N+]1([O-])CCOCC1>O1CCCC1.[Ru]([O-])(=O)(=O)=O.C([N+](CCC)(CCC)CCC)CC.C(#N)C>[CH:19]1([C:10]([C:8]2[O:9][C:5]3[CH:4]=[CH:3][C:2]([F:1])=[CH:18][C:6]=3[C:7]=2[CH2:12][O:13][CH2:14][CH2:15][O:16][CH3:17])=[O:11])[CH2:24][CH2:23][CH2:22][CH2:21][CH2:20]1 |f:2.3,6.7|. Procedure details: To a solution (20 mL) of 5-fluoro-3-[(2-methoxyethoxy)methyl]-1-benzofuran-2-carbaldehyde (1.33 g) synthesized above in tetrahydrofuran was added a 1.0M solution (7.91 mL) of cyclohexylmagnesium bromide in tetrahydrofuran at 0° C., and the mixture was stirred for 2 hr. Saturated aqueous ammonium chloride solution was added to quench the reaction, and the reaction mixture was extracted with ethyl acetate. The extract was washed with saturated brine, dried over magnesium sulfate, and concentrated ... Starting materials: [N+](=O)([O-])C=CC1=CNC2=CC(=CC=C12)C(=O)OCC (3-(2-nitrovinyl)-6-ethoxycarbonyl-1H-indole), [BH4-].[Na+] (NaBH4). Solvent: C1CCOC1.CO (THF Methanol). Reaction conditions: time 1.5 hour. Yields the product [N+](=O)([O-])CCC1=CNC2=CC(=CC=C12)C(=O)OCC (3-(2-Nitroethyl)-6-ethoxycarbonyl-1H-indole). RXN SMILES: [N+:1]([CH:4]=[CH:5][C:6]1[C:14]2[C:9](=[CH:10][C:11]([C:15]([O:17][CH2:18][CH3:19])=[O:16])=[CH:12][CH:13]=2)[NH:8][CH:7]=1)([O-:3])=[O:2].[BH4-].[Na+]>C1COCC1.CO>[N+:1]([CH2:4][CH2:5][C:6]1[C:14]2[C:9](=[CH:10][C:11]([C:15]([O:17][CH2:18][CH3:19])=[O:16])=[CH:12][CH:13]=2)[NH:8][CH:7]=1)([O-:3])=[O:2] |f:1.2,3.4|. Reported procedure: Combine 3-(2-nitrovinyl)-6-ethoxycarbonyl-1H-indole (4.0 g, 15.37 mmol) and NaBH4 (726.7 mg, 19.21 mmol) in 100 ml of THF/Methanol (9:1) and stir at ambient temperature. After 1.5 hours, concentrate to residue. Partition the residue between brine and ethyl acetate, wash with brine, combine the organic layers, dry (Na2SO4), then evaporate to give the title compound as a yellow powder: mp 124–127° C. MS (ACPI): m/e 263.0 (M+1). Analysis for C13H14N2O4: Calcd: C, 59.54; H, 5.38; N, 10.68; found: C,... The reactants are C(C)(C)(C)C1=CC=C(C=C1)C=1C(CCC1OC)=O (2-(4-tert-butylphenyl)-3-methoxycyclopent-2-enone), P(Br)(Br)Br (PBr3). The solvent is ClCCCl (1,2-dichloroethane). Yields the product BrC1=C(C(CC1)=O)C1=CC=C(C=C1)C(C)(C)C (3-bromo-2-(4-tert-butylphenyl)cyclopent-2-enone). Yield: 68.0%. Reaction SMILES: [C:1]([C:5]1[CH:10]=[CH:9][C:8]([C:11]2[C:12](=[O:18])[CH2:13][CH2:14][C:15]=2OC)=[CH:7][CH:6]=1)([CH3:4])([CH3:3])[CH3:2].P(Br)(Br)[Br:20]>ClCCCl>[Br:20][C:15]1[CH2:14][CH2:13][C:12](=[O:18])[C:11]=1[C:8]1[CH:9]=[CH:10][C:5]([C:1]([CH3:4])([CH3:3])[CH3:2])=[CH:6][CH:7]=1. Procedure details: To a solution of Example 7C (245 mg, 1.003 mmol) in 1,2-dichloroethane (5 mL) was added PBr3 (0.142 mL, 1.504 mmol). The resulting mixture was heated to reflux for 1 hour, then cooled to ambient temperature, and poured over cracked ice. The organic layer was separated, washed with saturated aqueous NaHCO3 (5 mL), and dried over MgSO4. The solvent was removed under reduced pressure, and the residue was purified by column chromatography (on silica gel, eluted with dichloromethane/methanol=200:1, v... The reactants are ClC1=NS(C2=C1C(=CC=C2)OC(F)F)(=O)=O (3-Chloro-4-difluoromethoxy-benzo[d]isothiazole 1,1-dioxide), C(C)(C)N (isopropylamine). Solvent: C1CCOC1 (THF), C1CCOC1 (THF). Reaction conditions: temperature 0 celsius, time 14 hour. The product is FC(OC1=CC=CC2=C1C(=NS2(=O)=O)NC(C)C)F ((4-Difluoromethoxy-1,1-dioxo-1H-1λ*6*-benzo[d]isothiazol-3-yl)-isopropylamine). As a reaction SMILES: Cl[C:2]1[C:6]2[C:7]([O:11][CH:12]([F:14])[F:13])=[CH:8][CH:9]=[CH:10][C:5]=2[S:4](=[O:16])(=[O:15])[N:3]=1.[CH:17]([NH2:20])([CH3:19])[CH3:18]>C1COCC1>[F:13][CH:12]([F:14])[O:11][C:7]1[C:6]2[C:2]([NH:20][CH:17]([CH3:19])[CH3:18])=[N:3][S:4](=[O:16])(=[O:15])[C:5]=2[CH:10]=[CH:9][CH:8]=1. Reported procedure: 400 mg (1.5 mmol) 3-Chloro-4-difluoromethoxy-benzo[d]isothiazole 1,1-dioxide were dissolved in 5 ml dry THF and cooled to 0° C. 883 mg (15.0 mmol) isopropylamine was dissolved in 5 ml dry THF and added slowly. Stirring was continued for 1 h at this temperature and for 14 h at room temperature. The mixture was concentrated in vacuum. The residue was purified on silica (eluent: cyclohexane/ethyl acetate 4:1) to afford 140 mg (0.48 mmol; 32% of theory) of the title compound (C.26).